Dataset: the Open Reaction Database (ORD), a public repository of structured organic reaction records. Task: describe an organic reaction: reactants, conditions, products, and yield Starting materials: NS(=O)(=O)CC1=C(C(=O)OC)C=CC=C1 (methyl 2-[(aminosulfonyl)methyl]benzoate), O.NN (hydrazine monohydrate). Solvent: C(C)O (ethanol). Conditions: temperature 20 celsius. The product is NS(=O)(=O)CC1=C(C(=O)NN)C=CC=C1 (2-[(Aminosulfonyl)methyl]benzoic acid hydrazide). Isolated yield 58.3%. Reaction SMILES: [NH2:1][S:2]([CH2:5][C:6]1[CH:15]=[CH:14][CH:13]=[CH:12][C:7]=1[C:8](OC)=[O:9])(=[O:4])=[O:3].O.[NH2:17][NH2:18]>C(O)C>[NH2:1][S:2]([CH2:5][C:6]1[CH:15]=[CH:14][CH:13]=[CH:12][C:7]=1[C:8]([NH:17][NH2:18])=[O:9])(=[O:4])=[O:3] |f:1.2|. Procedure details: To a suspension of 84 g of methyl 2-[(aminosulfonyl)methyl]benzoate in 300 ml of absolute ethanol was added dropwise 22 g of hydrazine monohydrate. The thick suspension was heated at reflux for about 16 hours to yield a solution, then a thick suspension, at reflux temperature. The suspension was cooled to 20° C. filtered, and the residue was washed 1×100 ml of water and suction dried about three hours to provide 49 g of the subject compound; m.p. 221°-222° C. Starting materials: C(C)(C)(C)OC(=O)N1C2CC(CC1CC2)(C=2SC=CN2)C#N (3-Cyano-3-thiazol-2-yl-8-aza-bicyclo[3.2.1]octane-8-carboxylic acid tert-butyl ester), Cl (hydrogen chloride). Run in O1CCOCC1 (dioxane). Run at temperature 40 celsius, time 1 hour. The product is Cl.S1C(=NC=C1)C1(CC2CCC(C1)N2)C#N (3-Thiazol-2-yl-8-aza-bicyclo[3.2.1]octane-3-carbonitrile hydrochloride). Reaction SMILES: C(OC([N:8]1[CH:13]2[CH2:14][CH2:15][CH:9]1[CH2:10][C:11]([C:21]#[N:22])([C:16]1[S:17][CH:18]=[CH:19][N:20]=1)[CH2:12]2)=O)(C)(C)C.[ClH:23]>O1CCOCC1>[ClH:23].[S:17]1[CH:18]=[CH:19][N:20]=[C:16]1[C:11]1([C:21]#[N:22])[CH2:12][CH:13]2[NH:8][CH:9]([CH2:15][CH2:14]2)[CH2:10]1 |f:3.4|. Procedure details: 3-Cyano-3-thiazol-2-yl-8-aza-bicyclo[3.2.1]octane-8-carboxylic acid tert-butyl ester (0.2 g) was dissolved in a solution of hydrogen chloride in dioxane (4 N, 3 mL). The mixture was stirred for 1 hour at 40° C. The solvent was removed by evaporation under vacuum afford the title compound as a white solid. LCMS m/z 220.1 [M+H]+. R.T.=0.58 min (Analytical Method 3). Starting materials: CC(=O)OC(C)=O, CC(=O)NCO, c1ccncc1. Yields the product CC(=O)O, CC(=O)NCO. RXN SMILES: [CH3:1][C:2](=[O:3])[O:4][C:5](=[O:6])[CH3:7].[OH:8][CH2:9][NH:10][C:11]([CH3:12])=[O:13].[cH:14]1[cH:15][cH:16][n:17][cH:18][cH:19]1>>[CH3:1][C:2](=[O:3])[OH:4].[OH:8][CH2:9][NH:10][C:11]([CH3:12])=[O:13]. The reactants are OC=1C=C(C(=O)O)C=CC1OC (3-Hydroxy-4-methoxy-benzoic acid), CC(=O)OCC1=C2C=CC=CC2=C(C3=CC=CC=C31)COC(=O)C (acetic). The solvent is O (water), O (water). Run at temperature 140 celsius, time 3 hour. Yields the product C(C)(=O)OC=1C=C(C(=O)O)C=CC1OC (3-Acetoxy-4-methoxy-benzoic acid). Yield: 88.5%. Reaction SMILES: [OH:1][C:2]1[CH:3]=[C:4]([CH:8]=[CH:9][C:10]=1[O:11][CH3:12])[C:5]([OH:7])=[O:6].[CH3:13][C:14](OCC1C2C(=CC=CC=2)C(COC(C)=O)=C2C=1C=CC=C2)=[O:15]>O>[C:14]([O:1][C:2]1[CH:3]=[C:4]([CH:8]=[CH:9][C:10]=1[O:11][CH3:12])[C:5]([OH:7])=[O:6])(=[O:15])[CH3:13]. Reported procedure: 17.0 g of 3-Hydroxy-4-methoxy-benzoic acid were added to 51.6 g of acetic ahydride and the mixture stirred at 140° C. for 3 h. The mixture was then allowed to cool to 100° C., 50 ml of water added dropwise and the temperature kept at 100° C. Then, 200 ml of water were added and the mixture was stirred at 100° C. for 30 minutes. The mixture was then cooled and stirred at 0° C. for 1 h. The product was then isolated by filtration, washed with 50 ml of water and dried under reduced pressure to yiel... The reactants are Cc1oc2cc(Oc3ccnc4ccsc34)ccc2c1C(=O)O, NCCc1c[nH]c2cc(F)ccc12. Product: Cc1oc2cc(Oc3ccnc4ccsc34)ccc2c1C(=O)NCCc1c[nH]c2cc(F)ccc12. Reaction SMILES: [CH3:1][c:2]1[o:3][c:4]2[c:5]([c:6]1[C:7](=[O:8])[OH:9])[cH:10][cH:11][c:12]([O:14][c:15]1[c:16]3[c:17]([n:18][cH:19][cH:20]1)[cH:21][cH:22][s:23]3)[cH:13]2.[F:24][c:25]1[cH:26][cH:27][c:28]2[c:29]([CH2:34][CH2:35][NH2:36])[cH:30][nH:31][c:32]2[cH:33]1>>[CH3:1][c:2]1[o:3][c:4]2[c:5]([c:6]1[C:7](=[O:8])[NH:36][CH2:35][CH2:34][c:29]1[c:28]3[cH:27][cH:26][c:25]([F:24])[cH:33][c:32]3[nH:31][cH:30]1)[cH:10][cH:11][c:12]([O:14][c:15]1[c:16]3[c:17]([n:18][cH:19][cH:20]1)[cH:21][cH:22][s:23]3)[cH:13]2. The reactants are CC1(CC2=C(C(N1)=O)SC(=N2)N2CCOC1=C2C=CC(=C1)OC)C (6,6-Dimethyl-2-(7-methoxy-2,3-dihydro-4H-1,4-benzoxazin-4-yl)-6,7-dihydro[1,3]thiazolo[5,4-c]pyridin-4(5H)-one), BrN1C(CCC1=O)=O (N-bromosuccinimide). Run in CC#N (MeCN), C1CCOC1 (THF). Reaction conditions: time 8 hour. Product: BrC=1C(=CC2=C(N(CCO2)C=2SC=3C(NC(CC3N2)(C)C)=O)C1)OC (2-(6-Bromo-7-methoxy-2,3-dihydro-4H-1,4-benzoxazin-4-yl)-6,6-dimethyl-6,7-dihydro[1,3]thiazolo[5,4-c]pyridin-4(5H)-one). Yield: 100.8%. RXN SMILES: [CH3:1][C:2]1([CH3:24])[NH:7][C:6](=[O:8])[C:5]2[S:9][C:10]([N:12]3[C:17]4[CH:18]=[CH:19][C:20]([O:22][CH3:23])=[CH:21][C:16]=4[O:15][CH2:14][CH2:13]3)=[N:11][C:4]=2[CH2:3]1.[Br:25]N1C(=O)CCC1=O>CC#N.C1COCC1>[Br:25][C:19]1[C:20]([O:22][CH3:23])=[CH:21][C:16]2[O:15][CH2:14][CH2:13][N:12]([C:10]3[S:9][C:5]4[C:6](=[O:8])[NH:7][C:2]([CH3:24])([CH3:1])[CH2:3][C:4]=4[N:11]=3)[C:17]=2[CH:18]=1. Procedure: To a stirred solution of Example 489 (0.05 g, 0.145 mmol) in MeCN (1 mL) and THF (1 mL) was added N-bromosuccinimide (0.026 g, 0.145 mmol). The mixture was stirred at r.t. overnight and then concentrated in vacuo. EtOAc (10 mL) and 1% aqueous sodium sulfite (5 mL) were added and the mixture was rapidly stirred for 10 minutes. The aqueous layer was extracted with EtOAc (10 mL) and then DCM (2×10 mL). The EtOAc extracts were concentrated in vacuo and the residue was dissolved in DCM (5 mL). The co...